From a dataset of the Open Reaction Database (ORD), a public repository of structured organic reaction records. describe an organic reaction: reactants, conditions, products, and yield Reported procedure: 4,5-Dichloroimidazole (1.23 g, 9 mmol) will be dissolved into acetonitrile. Potassium hydroxide (0.61 g, 9.9 mmol) will be added and the mixture will be allowed to stir for 0.5 h. 1-bromoethane (9 mmol) will be added and the solution will be allowed to reflux overnight. The solution will be filtered hot to remove a white precipitate (presumed to be KBr) and 2-(2-bromoethyl)naphthalene (9 mmol) will be added and the mixture will be returned to reflux overnight. The mixture will be allowed to cool... Solvent: C(C)#N (acetonitrile). Run at time 0.5 hour. Starting materials: ClC=1N=CNC1Cl (4,5-Dichloroimidazole), [OH-].[K+] (Potassium hydroxide), BrCC (1-bromoethane), [K+].[Br-] (KBr), BrCCC1=CC2=CC=CC=C2C=C1 (2-(2-bromoethyl)naphthalene). Yields the product [Br-].C(C)[N+]1=CN(C(=C1Cl)Cl)C1(CC2=CC=CC=C2C=C1)CC (1-ethyl-3-(2-ethyl-2-naphthyl)-4,5-dichloroimidazolium bromide). As a reaction SMILES: [Cl:1][C:2]1[N:3]=[CH:4][NH:5][C:6]=1[Cl:7].[OH-].[K+].[Br:10][CH2:11][CH3:12].[K+].[Br-].Br[CH2:16][CH2:17][C:18]1[CH:27]=[CH:26][C:25]2[C:20](=[CH:21][CH:22]=[CH:23][CH:24]=2)[CH:19]=1>C(#N)C>[Br-:10].[CH2:11]([N+:3]1[C:2]([Cl:1])=[C:6]([Cl:7])[N:5]([C:18]2([CH2:17][CH3:16])[CH:27]=[CH:26][C:25]3[C:20](=[CH:21][CH:22]=[CH:23][CH:24]=3)[CH2:19]2)[CH:4]=1)[CH3:12] |f:1.2,4.5,8.9|. Starting materials: Cl.C(C1=CC=CC=C1)OC1=C2CCCC(C2=CC=C1)C(=O)N(CC=1C=NNC1)C=1C=NC(=CC1)C(C)C (5-benzyloxy-N-(6-isopropylpyridin-3-yl)-N-[(pyrazol-4-yl)methyl]-1,2,3,4-tetrahydronaphthalene-1-carboxamide hydrochloride), Cl.ClCCN1CCOCC1 (4-(2-chloroethyl)morpholine hydrochloride). Product: C(C1=CC=CC=C1)OC1=C2CCCC(C2=CC=C1)C(=O)N(C=1C=NC(=CC1)C(C)C)CC=1C=NN(C1)CCN1CCOCC1 (5-benzyloxy-N-{[1-(2-morpholinoethyl)pyrazol-4-yl]methyl}-N-(6-isopropylpyridin-3-yl)-1,2,3,4-tetrahydronaphthalene-1-carboxamide). Isolated yield 83.5%. As a reaction SMILES: Cl.[CH2:2]([O:9][C:10]1[CH:19]=[CH:18][CH:17]=[C:16]2[C:11]=1[CH2:12][CH2:13][CH2:14][CH:15]2[C:20]([N:22]([C:29]1[CH:30]=[N:31][C:32]([CH:35]([CH3:37])[CH3:36])=[CH:33][CH:34]=1)[CH2:23][C:24]1[CH:25]=[N:26][NH:27][CH:28]=1)=[O:21])[C:3]1[CH:8]=[CH:7][CH:6]=[CH:5][CH:4]=1.Cl.Cl[CH2:40][CH2:41][N:42]1[CH2:47][CH2:46][O:45][CH2:44][CH2:43]1>>[CH2:2]([O:9][C:10]1[CH:19]=[CH:18][CH:17]=[C:16]2[C:11]=1[CH2:12][CH2:13][CH2:14][CH:15]2[C:20]([N:22]([CH2:23][C:24]1[CH:25]=[N:26][N:27]([CH2:40][CH2:41][N:42]2[CH2:47][CH2:46][O:45][CH2:44][CH2:43]2)[CH:28]=1)[C:29]1[CH:30]=[N:31][C:32]([CH:35]([CH3:37])[CH3:36])=[CH:33][CH:34]=1)=[O:21])[C:3]1[CH:8]=[CH:7][CH:6]=[CH:5][CH:4]=1 |f:0.1,2.3|. Reported procedure: By the reaction and treatment in the same manner as in Example 83 using 5-benzyloxy-N-(6-isopropylpyridin-3-yl)-N-[(pyrazol-4-yl)methyl]-1,2,3,4-tetrahydronaphthalene-1-carboxamide hydrochloride (0.72 g) and 4-(2-chloroethyl)morpholine hydrochloride (0.33 g) as starting materials, 5-benzyloxy-N-{[1-(2-morpholinoethyl)pyrazol-4-yl]methyl}-N-(6-isopropylpyridin-3-yl)-1,2,3,4-tetrahydronaphthalene-1-carboxamide (0.69 g) was obtained. By the reaction and treatment of this compound in the same manner... The reactants are C(C(=O)Cl)(=O)Cl (oxalyl chloride), ClC=1C=C(C=CC1S(=O)(=O)C)[C@H](C(=O)NC1=NN(C=C1)CCC(=O)O)CC1CCCC1 (3-{3-[2(R)-(3-chloro-4-methanesulfonyl-phenyl)-3-cyclopentyl-propionylamino]-pyrazol-1-yl}-propionic acid), NC1=NN(C=C1)CC(C)(O)C (1-(3-amino-pyrazol-1-yl)-2-methyl-propan-2-ol), N1=C(C=CC=C1C)C (2,6-lutidine). Run in C(Cl)Cl (methylene chloride), C(Cl)Cl (methylene chloride), C(Cl)Cl (methylene chloride). Run at temperature 25 celsius, time 30 minute. Product: ClC=1C=C(C=CC1S(=O)(=O)C)C(C(=O)NC1=NN(C=C1)CC(C)(C)O)CC1CCOCC1 (2-(3-chloro-4-methanesulfonyl-phenyl)-N-[1-(2-hydroxy-2-methyl-propyl)-1H-pyrazol-3-yl]-3-(tetrahydro-pyran-4-yl)-propionamide). Yield: 57.0%. As a reaction SMILES: [Cl:1][C:2]1[CH:3]=[C:4]([C@@H:12]([CH2:26][CH:27]2CC[CH2:29][CH2:28]2)[C:13]([NH:15][C:16]2[CH:20]=[CH:19][N:18]([CH2:21]CC(O)=O)[N:17]=2)=[O:14])[CH:5]=[CH:6][C:7]=1[S:8]([CH3:11])(=[O:10])=[O:9].[C:32](Cl)(=[O:36])[C:33](Cl)=O.NC1C=CN([CH2:44][C:45](C)([OH:47])[CH3:46])N=1.N1C(C)=CC=CC=1C>C(Cl)Cl>[Cl:1][C:2]1[CH:3]=[C:4]([CH:12]([CH2:26][CH:27]2[CH2:33][CH2:32][O:36][CH2:29][CH2:28]2)[C:13]([NH:15][C:16]2[CH:20]=[CH:19][N:18]([CH2:21][C:45]([OH:47])([CH3:46])[CH3:44])[N:17]=2)=[O:14])[CH:5]=[CH:6][C:7]=1[S:8]([CH3:11])(=[O:9])=[O:10]. Procedure: A solution of 2-(3-chloro-4-methanesulfonyl-phenyl)-3-(tetrahydro-pyran-4-yl)-propionic acid (prepared as in PCT WO 2003/095438 A1, Example 20, 86 mg, 0.25 mmol) was dissolved in methylene chloride (3 mL) and N,N-dimethylfomamide (three drops) at 25° C. To this solution was added dropwise a solution of oxalyl chloride in methylene chloride (2 M solution, 0.14 mL, 0.26 mmol) which produced gas evolution and it was then stirred at 25° C. for 30 minutes. After this time, the reaction was concentrat... Reactants: C(C1=CC(OC)=C(O)C(OC)=C1)=O (syringaldehyde), C(C)I (ethyl iodide), C([O-])([O-])=O.[K+].[K+] (potassium carbonate). Solvent: CN(C)C=O (DMF). The product is COC=1C=C(C=O)C=C(C1OCC)OC (3,5-Dimethoxy-4-ethoxybenzaldehyde). The yield is 102.1%. RXN SMILES: [CH:1](=[O:13])[C:2]1[CH:12]=[C:9]([O:10][CH3:11])[C:7]([OH:8])=[C:4]([O:5][CH3:6])[CH:3]=1.[CH2:14](I)[CH3:15].C(=O)([O-])[O-].[K+].[K+]>CN(C=O)C>[CH3:11][O:10][C:9]1[CH:12]=[C:2]([CH:3]=[C:4]([O:5][CH3:6])[C:7]=1[O:8][CH2:14][CH3:15])[CH:1]=[O:13] |f:2.3.4|. Reported procedure: A mixture of syringaldehyde (50 g, 0.275 mol), ethyl iodide (85.8 g, 0.55 mol) and potassium carbonate (151.7 g, 1.09 mol) in DMF (60 ml) was stirred and heated at 60°-70° for 6 h. The mixture was cooled and evaporated in vacuo then treated with water and extracted with diethyl ether. The extracts were dried (Na2SO4) and evaporated to give the title compound (59 g) as a white solid, pure by tlc, and used without further purification. The reactants are N(C(=N)N)C=1SC=C(N1)CCCCN (2-guanidino-4-(4-aminobutyl)thiazole), C(#N)C(=C(SC)NC)C#N (1,1-dicyano-2-methylamino-2-methylthioethylene). Run in C(C)#N (acetonitrile). The product is N(C(=N)N)C=1SC=C(N1)CCCCNC(=C(C#N)C#N)NC (1-[4-(2-guanidinothiazol-4-yl)butylamino]-1-methylamino-2,2-dicyanoethylene). RXN SMILES: [NH:1]([C:5]1[S:6][CH:7]=[C:8]([CH2:10][CH2:11][CH2:12][CH2:13][NH2:14])[N:9]=1)[C:2]([NH2:4])=[NH:3].[C:15]([C:17]([C:23]#[N:24])=[C:18]([NH:21][CH3:22])SC)#[N:16]>C(#N)C>[NH:1]([C:5]1[S:6][CH:7]=[C:8]([CH2:10][CH2:11][CH2:12][CH2:13][NH:14][C:18]([NH:21][CH3:22])=[C:17]([C:23]#[N:24])[C:15]#[N:16])[N:9]=1)[C:2]([NH2:4])=[NH:3]. Reported procedure: A mixture of 2-guanidino-4-(4-aminobutyl)thiazole (0.43 g.) and 1,1-dicyano-2-methylamino-2-methylthioethylene (0.3 g.) in acetonitrile (10 ml.) was heated under reflux for 16 hours. The mixture was then evaporated to dryness and the resulting gum purified by chromatography on a silica column using chloroform/methanol/ammonia (s.g. 0.880) 80:20:0.5 v/v/v as developing solvent to give 1-[4-(2-guanidinothiazol-4-yl)butylamino]-1-methylamino-2,2-dicyanoethylene. The reactants are BrCC1CC1 ((bromomethyl)cyclopropane), FC1=C(C=CC(=C1)F)N1NC=2[C@@]3(CC[C@H](C2C1=O)C3(C)C)C ((4S,7R)-2-(2,4-difluoro-phenyl)-7,8,8-trimethyl-1,2,4,5,6,7-hexahydro-4,7-methano-indazol-3-one), FC1=C(C=CC(=C1)F)N1NC=2[C@@]3(CC[C@H](C2C1=O)C3(C)C)C ((4S,7R)-2-(2,4-difluoro-phenyl)-7,8,8-trimethyl-1,2,4,5,6,7-hexahydro-4,7-methano-indazol-3-one). Reagents/catalysts: [I-].C(CCC)[N+](CCCC)(CCCC)CCCC (tetra-n-butylammonium iodide). Run in CN(C=O)C (N,N-dimethylformamide), ClCCl (dichloromethane). Reaction conditions: temperature 100 celsius. Yields the product C1(CC1)CN1N(C(C=2[C@H]3CC[C@@](C12)(C3(C)C)C)=O)C3=C(C=C(C=C3)F)F ((4S,7R)-1-(cyclopropyl)methyl-7,8,8-trimethyl-2-(2,4-difluoro-phenyl)-1,2,4,5,6,7-hexahydro-4,7-methano-indazol-3-one). The yield is 42.9%. RXN SMILES: Br[CH2:2][CH:3]1[CH2:5][CH2:4]1.[F:6][C:7]1[CH:12]=[C:11]([F:13])[CH:10]=[CH:9][C:8]=1[N:14]1[C:22](=[O:23])[C:21]2[C@@H:20]3[C:24]([CH3:26])([CH3:25])[C@@:17]([CH3:27])([CH2:18][CH2:19]3)[C:16]=2[NH:15]1>[I-].C([N+](CCCC)(CCCC)CCCC)CCC.CN(C)C=O.ClCCl>[CH:5]1([CH2:4][N:15]2[C:16]3[C@@:17]4([CH3:27])[C:24]([CH3:26])([CH3:25])[C@H:20]([CH2:19][CH2:18]4)[C:21]=3[C:22](=[O:23])[N:14]2[C:8]2[CH:9]=[CH:10][C:11]([F:13])=[CH:12][C:7]=2[F:6])[CH2:3][CH2:2]1 |f:2.3|. Procedure: A mixture of (bromomethyl)cyclopropane (2 mL, 20.6 mmol), (4R,7S)-2-(2,4-difluoro-phenyl)-7,8,8-trimethyl-1,2,4,5,6,7-hexahydro-4,7-methano-indazol-3-one (Intermediate 14; 414 mg, 1.36 mmol) and tetra-n-butylammonium iodide (0.80 g, 2.2 mmol) in N,N-dimethylformamide (5 mL) was heated in a sealed tube in an oil-bath at 100° C. for 20 h. The reaction mixture was cooled to room temperature and then diluted with dichloromethane (200 mL). The solution was washed with water (5×30 mL), aqueous sodium ... Reactants: O1C(CCCC1)C(CO)(C)O (2-tetrahydropyranyl propylene glycol), C(CCCCCCCCCCCCCCCCCCCCC)(=O)[O-] (behenate). The reagents and catalysts are C[O-].C[N+](CC1=CC=CC=C1)(C)C (trimethyl benzyl ammonium methoxide). Reaction conditions: temperature 70 celsius. The product is C(CCCCCCCCCCCCCCCCCCCCC)(=O)C(C(C)(C1OCCCC1)O)O (1-behenoyl-2-tetrahydropyranyl propylene glycol). Isolated yield 44.1%. Reaction SMILES: [O:1]1[CH2:6][CH2:5][CH2:4][CH2:3][CH:2]1[C:7]([OH:11])([CH3:10])[CH2:8][OH:9].[C:12]([O-])(=[O:34])[CH2:13][CH2:14][CH2:15][CH2:16][CH2:17][CH2:18][CH2:19][CH2:20][CH2:21][CH2:22][CH2:23][CH2:24][CH2:25][CH2:26][CH2:27][CH2:28][CH2:29][CH2:30][CH2:31][CH2:32][CH3:33]>C[O-].C[N+](C)(C)CC1C=CC=CC=1>[C:12]([CH:8]([OH:9])[C:7]([OH:11])([CH:2]1[CH2:3][CH2:4][CH2:5][CH2:6][O:1]1)[CH3:10])(=[O:34])[CH2:13][CH2:14][CH2:15][CH2:16][CH2:17][CH2:18][CH2:19][CH2:20][CH2:21][CH2:22][CH2:23][CH2:24][CH2:25][CH2:26][CH2:27][CH2:28][CH2:29][CH2:30][CH2:31][CH2:32][CH3:33] |f:2.3|. Procedure: 2-tetrahydropyranyl propylene glycol (16.0 grams, 0.1 mole) is inter esterified with 39 grams behenate using 4 ml. of 40% trimethyl benzyl ammonium methoxide as a catalyst. The reactants are stirred in a 250 ml. flask heated at 60-80° C. under a reduced pressure of 200 mm. Hg for 6 hours. The reactants are poured into 600 ml. of hexane and the hexane solution washed with 400 ml. of 1% potassium bicarbonate solution. The washed hexane layer is diluted with 200 ml. ethanol and 75 grams urea are ad... Reactants: C(C)(=O)[O-].[Zn+2].C(C)(=O)[O-] (zinc acetate), 1l, N[C@@H](CC1=CC=CC=C1)C(=O)O (phenylalanine). Yields the product N[C@@H](CC1=CC=CC=C1)C(=O)[O-].[Zn+2].N[C@@H](CC1=CC=CC=C1)C(=O)[O-] (zinc phenylalaninate). Reaction SMILES: C([O-])(=O)C.[Zn+2:5].C([O-])(=O)C.[NH2:10][C@H:11]([C:19]([OH:21])=[O:20])[CH2:12][C:13]1[CH:18]=[CH:17][CH:16]=[CH:15][CH:14]=1>>[NH2:10][C@H:11]([C:19]([O-:21])=[O:20])[CH2:12][C:13]1[CH:18]=[CH:17][CH:16]=[CH:15][CH:14]=1.[Zn+2:5].[NH2:10][C@H:11]([C:19]([O-:21])=[O:20])[CH2:12][C:13]1[CH:18]=[CH:17][CH:16]=[CH:15][CH:14]=1 |f:0.1.2,4.5.6|. Reported procedure: 28.5 g of zinc acetate (0.16 M) is added to 1l of fermented broth of phenylalanine (25 g/l, 0.15 M), from which microorganisms have been removed, and stirred slowly to completely dissolve the zinc acetate. Ammonia water is gradually added to the dissolved solution so as to adjust the pH to 8 and then zinc phenylalaninate crystals are obtained (crystal wt: 31.4 g, purity: 98.4%). As a reaction SMILES: [CH2:40]([Cl:41])[Cl:42].[CH3:1][O:2][CH2:3][CH2:4][n:5]1[n:6][c:7]([NH2:10])[cH:8][cH:9]1.[CH:19]1([CH2:24][CH:25]([C:26](=[O:27])[Cl:28])[c:29]2[cH:30][c:31]([CH3:39])[c:32]([S:35](=[O:36])(=[O:37])[CH3:38])[cH:33][cH:34]2)[CH2:20][CH2:21][CH2:22][CH2:23]1.[n:11]1[c:12]([CH3:13])[cH:14][cH:15][cH:16][c:17]1[CH3:18]>>[CH3:1][O:2][CH2:3][CH2:4][n:5]1[n:6][c:7]([NH:10][C:26]([CH:25]([CH2:24][CH:19]2[CH2:20][CH2:21][CH2:22][CH2:23]2)[c:29]2[cH:30][c:31]([CH3:39])[c:32]([S:35](=[O:36])(=[O:37])[CH3:38])[cH:33][cH:34]2)=[O:27])[cH:8][cH:9]1. The reactants are ClCCl, COCCn1ccc(N)n1, Cc1cc(C(CC2CCCC2)C(=O)Cl)ccc1S(C)(=O)=O, Cc1cccc(C)n1. The product is COCCn1ccc(NC(=O)C(CC2CCCC2)c2ccc(S(C)(=O)=O)c(C)c2)n1.